Dataset: the Open Reaction Database (ORD), a public repository of structured organic reaction records. Task: describe an organic reaction: reactants, conditions, products, and yield Starting materials: C1=CC=C2C(=C1)C(=O)N(N=N2)O (HOOBt), C1CCC(CC1)N=C=NC2CCCCC2 (DCC), N([C@H](CCCCNC(=O)OC(C)(C)C)C(=O)N[C@@H](CC1=CC=CC=C1)C(=O)O)C(=O)OCC1=CC=CC=C1 (Z-D-Lys(Boc)-Phe-OH), N[C@H](CCCCNC(=O)OC(C)(C)C)C(=O)N[C@@H](CC1=CC=CC=C1)C(=O)NCC(=O)OC (H-D-Lys(Boc)-Phe-Gly-OMe), S(=O)(=O)(C1=CC=C(C)C=C1)O (TosOH). The solvent is CN(C)C=O (DMF). Run at time 8 hour. Product: N([C@H](CCCCNC(=O)OC(C)(C)C)C(=O)N[C@@H](CC1=CC=CC=C1)C(=O)N[C@H](CCCCNC(=O)OC(C)(C)C)C(=O)N[C@@H](CC1=CC=CC=C1)C(=O)NCC(=O)OC)C(=O)OCC1=CC=CC=C1 (Z-D-Lys(Boc)-Phe-D-Lys(Boc)-Phe-Gly-OMe). Reaction SMILES: C1C=C2C(N(O)N=NC2=CC=1)=O.C1CCC(N=C=NC2CCCCC2)CC1.[NH:28]([C:56]([O:58][CH2:59][C:60]1[CH:65]=[CH:64][CH:63]=[CH:62][CH:61]=1)=[O:57])[C@@H:29]([C:42]([NH:44][C@H:45]([C:53]([OH:55])=O)[CH2:46][C:47]1[CH:52]=[CH:51][CH:50]=[CH:49][CH:48]=1)=[O:43])[CH2:30][CH2:31][CH2:32][CH2:33][NH:34][C:35]([O:37][C:38]([CH3:41])([CH3:40])[CH3:39])=[O:36].[NH2:66][C@@H:67]([C:80]([NH:82][C@H:83]([C:91]([NH:93][CH2:94][C:95]([O:97][CH3:98])=[O:96])=[O:92])[CH2:84][C:85]1[CH:90]=[CH:89][CH:88]=[CH:87][CH:86]=1)=[O:81])[CH2:68][CH2:69][CH2:70][CH2:71][NH:72][C:73]([O:75][C:76]([CH3:79])([CH3:78])[CH3:77])=[O:74].S(O)(C1C=CC(C)=CC=1)(=O)=O>CN(C=O)C>[NH:28]([C:56]([O:58][CH2:59][C:60]1[CH:61]=[CH:62][CH:63]=[CH:64][CH:65]=1)=[O:57])[C@@H:29]([C:42]([NH:44][C@H:45]([C:53]([NH:66][C@@H:67]([C:80]([NH:82][C@H:83]([C:91]([NH:93][CH2:94][C:95]([O:97][CH3:98])=[O:96])=[O:92])[CH2:84][C:85]1[CH:86]=[CH:87][CH:88]=[CH:89][CH:90]=1)=[O:81])[CH2:68][CH2:69][CH2:70][CH2:71][NH:72][C:73]([O:75][C:76]([CH3:78])([CH3:77])[CH3:79])=[O:74])=[O:55])[CH2:46][C:47]1[CH:52]=[CH:51][CH:50]=[CH:49][CH:48]=1)=[O:43])[CH2:30][CH2:31][CH2:32][CH2:33][NH:34][C:35]([O:37][C:38]([CH3:40])([CH3:39])[CH3:41])=[O:36]. Procedure: 1.6 g of HOOBt, 1.3 g of NEM and 2.2 g of DCC are added to 5.3 g of Z-D-Lys(Boc)-Phe-OH and 6.4 g of H-D-Lys(Boc)-Phe-Gly-OMe, TosOH in 100 ml of DMF, with stirring. After the mixture has been left to stand overnight and the urea has been filtered off, the solvent is distilled off in vacuo. The residue is taken up in 300 ml of ethyl acetate/n-butanol (2:1), the mixture is washed, as above, with citric acid solution, sodium bicarbonate solution and water and dried over sodium sulfate and the solv... Reactants: FC1=C(OC=2N=C(C3=C(N2)OC(=N3)C3=CC(=C(OCC(=O)N2[C@@H](CCC2)C(=O)OC(C)(C)C)C(=C3)C)C)OCCC)C=C(C=C1)F (tert-butyl(S)-1-(2-{4-[5-(2,5-difluorophenoxy)-7-propoxyoxazolo[5,4-d]pyrimidin-2-yl]-2,6-dimethylphenoxy}acetyl)pyrrolidine-2-carboxylate), FC(C(=O)O)(F)F (trifluoroacetic acid). Solvent: ClCCl (dichloromethane). Reaction conditions: time 16 hour. Product: FC1=C(OC=2N=C(C3=C(N2)OC(=N3)C3=CC(=C(OCC(=O)N2[C@@H](CCC2)C(=O)O)C(=C3)C)C)OCCC)C=C(C=C1)F ((S)-1-(2-{4-[5-(2,5-difluorophenoxy)-7-propoxyoxazolo[5,4-d]pyrimidin-2-yl]-2,6-dimethylphenoxy}acetyl)pyrrolidine-2-carboxylic acid). As a reaction SMILES: [F:1][C:2]1[CH:45]=[CH:44][C:43]([F:46])=[CH:42][C:3]=1[O:4][C:5]1[N:6]=[C:7]([O:38][CH2:39][CH2:40][CH3:41])[C:8]2[N:13]=[C:12]([C:14]3[CH:35]=[C:34]([CH3:36])[C:17]([O:18][CH2:19][C:20]([N:22]4[CH2:26][CH2:25][CH2:24][C@H:23]4[C:27]([O:29]C(C)(C)C)=[O:28])=[O:21])=[C:16]([CH3:37])[CH:15]=3)[O:11][C:9]=2[N:10]=1.FC(F)(F)C(O)=O>ClCCl>[F:1][C:2]1[CH:45]=[CH:44][C:43]([F:46])=[CH:42][C:3]=1[O:4][C:5]1[N:6]=[C:7]([O:38][CH2:39][CH2:40][CH3:41])[C:8]2[N:13]=[C:12]([C:14]3[CH:35]=[C:34]([CH3:36])[C:17]([O:18][CH2:19][C:20]([N:22]4[CH2:26][CH2:25][CH2:24][C@H:23]4[C:27]([OH:29])=[O:28])=[O:21])=[C:16]([CH3:37])[CH:15]=3)[O:11][C:9]=2[N:10]=1. Procedure: 59 mg of tert-butyl(S)-1-(2-{4-[5-(2,5-difluorophenoxy)-7-propoxyoxazolo[5,4-d]pyrimidin-2-yl]-2,6-dimethylphenoxy}acetyl)pyrrolidine-2-carboxylate were dissolved in 1.2 ml of dichloromethane, and 0.5 ml of trifluoroacetic acid was added. After 16 h at room temperature, the mixture was concentrated under reduced pressure and freeze-dried. This gave 53 mg of the title compound. Starting materials: OC(C#C[Si](C)(C)C)C\C=C/CCCCC (3-Hydroxy-1-trimethylsilyl-undec-5Z-ene-1-yne), [F-].C(CCC)[N+](CCCC)(CCCC)CCCC (tetrabutylammonium fluoride). The solvent is C1CCOC1 (THF). Reaction conditions: temperature 0 celsius, time 1 hour. Yields the product OC(C#C)C\C=C/CCCCC (3-Hydroxy-undec-5Z-ene-1-yne). The yield is 89.5%. RXN SMILES: [OH:1][CH:2]([CH2:9]/[CH:10]=[CH:11]\[CH2:12][CH2:13][CH2:14][CH2:15][CH3:16])[C:3]#[C:4][Si](C)(C)C.[F-].C([N+](CCCC)(CCCC)CCCC)CCC>C1COCC1>[OH:1][CH:2]([CH2:9]/[CH:10]=[CH:11]\[CH2:12][CH2:13][CH2:14][CH2:15][CH3:16])[C:3]#[CH:4] |f:1.2|. Procedure details: 3-Hydroxy-1-trimethylsilyl-undec-5Z-ene-1-yne (6.3 g, 26 mmole) is dissolved in 100 ml dry THF in a flame dried 250 ml one-neck round bottom flask under nitrogen. The solution is cooled to 0° C. and treated slowly dropwise with tetrabutylammonium fluoride (1.0M/THF; 32 ml, 32 mmole). The reaction is stirred one hour at 0° C., quenched with 50 ml 90% saturated sodium chloride, and the THF removed in vacuo. The aqueous residue is extracted with 4×20 ml diethyl ether. The organics are combined, was...